Task: describe an organic reaction: reactants, conditions, products, and yield. Dataset: the Open Reaction Database (ORD), a public repository of structured organic reaction records Starting materials: C1(=CC=CC=C1)C(=C)O[Si](C)(C)C (1-phenyl-1-(trimethylsilyloxy)ethylene), diethyl ester, C(C(C)C)C1=C(C=CC=C1)SC(C(=O)O)C(=O)O ([(2-isobutylphenyl)thio]propanedioic acid). The product is OC1=C(C(OC(=C1)C1=CC=CC=C1)=O)SC1=C(C=CC=C1)CC(C)C (4-Hydroxy-3-[(2-isobutylphenyl)thio]-6-phenyl-2H-pyran-2-one). Reaction SMILES: [C:1]1([C:7]([O:9][Si](C)(C)C)=[CH2:8])[CH:6]=[CH:5][CH:4]=[CH:3][CH:2]=1.[CH2:14]([C:18]1[CH:23]=[CH:22][CH:21]=[CH:20][C:19]=1[S:24][CH:25]([C:29](O)=[O:30])[C:26](O)=[O:27])[CH:15]([CH3:17])[CH3:16]>>[OH:30][C:29]1[CH:8]=[C:7]([C:1]2[CH:6]=[CH:5][CH:4]=[CH:3][CH:2]=2)[O:9][C:26](=[O:27])[C:25]=1[S:24][C:19]1[CH:20]=[CH:21][CH:22]=[CH:23][C:18]=1[CH2:14][CH:15]([CH3:17])[CH3:16]. Reported procedure: The title compound was prepared by Method A using 1-phenyl-1-(trimethylsilyloxy)ethylene (1.96 g, 10.20 mmol) and diethyl ester of [(2-isobutylphenyl)thio]propanedioic acid (1.64 g, 5.1 mmol). m.p. 195° C. 1H NMR (400 MHz, DMSO-d6) δ 0.83 (d, 6H), 1.64 (m, 1H), 2.39 (d, 2H), 6.89 (s, 1H), 7.06 (s, 4H), 7.56 (m, 3H), 7.86 (m, 2H). Reactants: COC1=CC=C(CN(C2=NC(=NC(=N2)C)C=2C(=NC=C(C=O)C2)NC=2C=NC(=CC2)OC)CC2=CC=C(C=C2)OC)C=C1 (5-(4-(Bis(4-methoxybenzyl)amino)-6-methyl-1,3,5-triazin-2-yl)-6-(6-methoxypyridin-3-ylamino)nicotinaldehyde), C[Mg]Br (methylmagnesium bromide). Solvent: C1CCOC1 (THF), C1CCOC1 (THF). Product: COC1=CC=C(CN(C2=NC(=NC(=N2)C)C=2C=C(C=NC2NC=2C=NC(=CC2)OC)C(C)O)CC2=CC=C(C=C2)OC)C=C1 (1-(5-(4-(bis(4-methoxybenzyl)amino)-6-methyl-1,3,5-triazin-2-yl)-6-(6-methoxypyridin-3-ylamino)pyridin-3-yl)ethanol). The yield is 97.4%. RXN SMILES: [CH3:1][O:2][C:3]1[CH:43]=[CH:42][C:6]([CH2:7][N:8]([CH2:33][C:34]2[CH:39]=[CH:38][C:37]([O:40][CH3:41])=[CH:36][CH:35]=2)[C:9]2[N:14]=[C:13]([CH3:15])[N:12]=[C:11]([C:16]3[C:17]([NH:24][C:25]4[CH:26]=[N:27][C:28]([O:31][CH3:32])=[CH:29][CH:30]=4)=[N:18][CH:19]=[C:20]([CH:23]=3)[CH:21]=[O:22])[N:10]=2)=[CH:5][CH:4]=1.[CH3:44][Mg]Br>C1COCC1>[CH3:41][O:40][C:37]1[CH:36]=[CH:35][C:34]([CH2:33][N:8]([CH2:7][C:6]2[CH:5]=[CH:4][C:3]([O:2][CH3:1])=[CH:43][CH:42]=2)[C:9]2[N:14]=[C:13]([CH3:15])[N:12]=[C:11]([C:16]3[CH:23]=[C:20]([CH:21]([OH:22])[CH3:44])[CH:19]=[N:18][C:17]=3[NH:24][C:25]3[CH:26]=[N:27][C:28]([O:31][CH3:32])=[CH:29][CH:30]=3)[N:10]=2)=[CH:39][CH:38]=1. Procedure: 5-(4-(Bis(4-methoxybenzyl)amino)-6-methyl-1,3,5-triazin-2-yl)-6-(6-methoxypyridin-3-ylamino)nicotinaldehyde (877.5 mg, 1.519 mmol) was suspended in THF (15 mL) and methylmagnesium bromide (3.0 M in diethyl ether, 1.5 mL, 4.5 mmol) was added. More THF (2.5 mL) was added after about 10 min. After 40 additional min, the reaction was quenched with saturated ammonium chloride and diluted with water (20 mL). The layers were separated, and the aqueous phase was extracted with EtOAc. The organic extract... Starting materials: [Ag+], CCCCCCOc1ccc(-c2csc(C=O)c2)cc1, CCO, O=[N+]([O-])[O-], [Na+], [OH-], O. Product: CCCCCCOc1ccc(-c2csc(C(=O)O)c2)cc1. RXN SMILES: [Ag+:31].[CH2:1]([CH2:2][CH2:3][CH2:4][CH2:5][CH3:6])[O:7][c:8]1[cH:9][cH:10][c:11](-[c:14]2[cH:15][c:16]([CH:19]=[O:20])[s:17][cH:18]2)[cH:12][cH:13]1.[CH3:21][CH2:22][OH:23].[N+:27]([O-:28])([O-:29])=[O:30].[Na+:25].[OH-:24].[OH2:26]>>[CH2:1]([CH2:2][CH2:3][CH2:4][CH2:5][CH3:6])[O:7][c:8]1[cH:9][cH:10][c:11](-[c:14]2[cH:15][c:16]([C:19](=[O:20])[OH:23])[s:17][cH:18]2)[cH:12][cH:13]1. Starting materials: CC1(CCC(CC1)=O)C(=O)OC (methyl 1-methyl-4-oxo-1-cyclohexanecarboxylate), [Cl-].[Na+] (sodium chloride), BrCBr (dibromomethane), resultant solution. Reagents/catalysts: [Ti](Cl)(Cl)(Cl)Cl (titanium tetrachloride), [Zn] (zinc). Solvent: C1CCOC1 (THF), C1CCOC1 (THF). Product: CC1(CCC(CC1)=C)C(=O)OC (methyl 1-methyl-4-methylene-1-cyclohexanecarboxylate). RXN SMILES: Br[CH2:2]Br.[CH3:4][C:5]1([C:12]([O:14][CH3:15])=[O:13])[CH2:10][CH2:9][C:8](=O)[CH2:7][CH2:6]1.[Cl-].[Na+]>C1COCC1.[Ti](Cl)(Cl)(Cl)Cl.[Zn]>[CH3:4][C:5]1([C:12]([O:14][CH3:15])=[O:13])[CH2:10][CH2:9][C:8](=[CH2:2])[CH2:7][CH2:6]1 |f:2.3|. Reported procedure: Under an argon stream, 5.3 ml of dibromomethane and 28 ml of titanium tetrachloride (methylene chloride 2M solution) were added to a solution of 15 g of zinc suspended in 250 ml of THF, under ice cooling. The resultant solution was stirred for one hour. Then, a solution of 8.5 g of methyl 1-methyl-4-oxo-1-cyclohexanecarboxylate in 50 ml of THF was added to the solution. The solution was reacted for 15 hours. After reaction, 500 ml of an aqueous sodium chloride solution was added to the reaction ... Starting materials: CC=1C=C(C=C(C1)C)S (3,5-Dimethylthiophenol), BrC1=CC(=CO1)C(=O)O (5-bromofuran-3-carboxylic acid), CC=1C=C(N)C=C(C1)C (3,5-dimethylaniline), III, cuprous oxide. RXN SMILES: [CH3:1][C:2]1[CH:3]=[C:4]([SH:9])[CH:5]=[C:6]([CH3:8])[CH:7]=1.CC1C=C(C=C(C)C=1)N.Br[C:20]1[O:24][CH:23]=[C:22]([C:25]([OH:27])=[O:26])[CH:21]=1>CN(C)C=O>[CH3:1][C:2]1[CH:3]=[C:4]([S:9][C:20]2[O:24][CH:23]=[C:22]([C:25]([OH:27])=[O:26])[CH:21]=2)[CH:5]=[C:6]([CH3:8])[CH:7]=1. Reported procedure: 3,5-Dimethylthiophenol (4.33 g., 31.4 mmoles; prepared from 3,5-dimethylaniline by the procedures of Tarbell and Fukushima, Org. Synth. III, 809) and cuprous oxide (2.25 g., 15.7 mmoles) were reacted in 40 ml. of dimethylformamide at 140° C. for three hours. The mixture was cooled slightly and 5-bromofuran-3-carboxylic acid (3.0 g., 15.7 mmoles) in 40 ml. of dimethylformamide added. The mixture was refluxed for approximately 16 hours. Isolation of crude product as an oil was according to the pro... Solvent: CN(C=O)C (dimethylformamide), CN(C=O)C (dimethylformamide). The product is CC=1C=C(C=C(C1)C)SC1=CC(=CO1)C(=O)O (5-(3,5-Dimethylphenylthio)furan-3-carboxylic Acid). Starting materials: ClC=1C=CC(=C(C(=O)O)C1)COC1=C(C(=CC=C1)F)F (5-Chloro-2-[(2,3-difluorophenoxy)methyl]benzoic acid), Cl.N[C@@H](C)C1=CC=C(C(=O)OC)C=C1 (Methyl 4-[(1S)-1-aminoethyl]benzoate hydrochloride). The product is ClC=1C=CC(=C(C(=O)N[C@@H](C)C2=CC=C(C(=O)OC)C=C2)C1)COC1=C(C(=CC=C1)F)F (Methyl 4-[(1S)-1-({5-chloro-2-[(2,3-difluorophenoxy)methyl]benzoyl}amino)ethyl]benzoate). RXN SMILES: [Cl:1][C:2]1[CH:3]=[CH:4][C:5]([CH2:11][O:12][C:13]2[CH:18]=[CH:17][CH:16]=[C:15]([F:19])[C:14]=2[F:20])=[C:6]([CH:10]=1)[C:7]([OH:9])=O.Cl.[NH2:22][C@H:23]([C:25]1[CH:34]=[CH:33][C:28]([C:29]([O:31][CH3:32])=[O:30])=[CH:27][CH:26]=1)[CH3:24]>>[Cl:1][C:2]1[CH:3]=[CH:4][C:5]([CH2:11][O:12][C:13]2[CH:18]=[CH:17][CH:16]=[C:15]([F:19])[C:14]=2[F:20])=[C:6]([CH:10]=1)[C:7]([NH:22][C@H:23]([C:25]1[CH:34]=[CH:33][C:28]([C:29]([O:31][CH3:32])=[O:30])=[CH:27][CH:26]=1)[CH3:24])=[O:9] |f:1.2|. Reported procedure: The title compound was prepared according to the procedure described in step 6 of Example 1 from 5-chloro-2-[(2,3-difluorophenoxy)methyl]benzoic acid (step 2) and methyl 4-[(1S)-1-aminoethyl]benzoate hydrochloride (step 5 of Example 1): Starting materials: C(C)(C)(C)ON1C(C2=CC=C(C=3C2=C(C1=O)C=C(C3)[N+](=O)[O-])N3CCCC3)=O (2-t-butyloxy-5-nitro-7-(pyrrolidin-1-yl)-benzo[de]isoquinoline-1,3-dione), C(=O)(C(F)(F)F)O (TFA). The solvent is O (water). Conditions: time 4 hour. The product is ON1C(C2=CC=C(C=3C2=C(C1=O)C=C(C3)[N+](=O)[O-])N3CCCC3)=O (2-Hydroxy-5-nitro-7-(pyrrolidin-1-yl)-benzo[de]isoquinoline-1,3-dione). Isolated yield 79.7%. RXN SMILES: C([O:5][N:6]1[C:15](=[O:16])[C:14]2[CH:17]=[C:18]([N+:20]([O-:22])=[O:21])[CH:19]=[C:12]3[C:13]=2[C:8](=[CH:9][CH:10]=[C:11]3[N:23]2[CH2:27][CH2:26][CH2:25][CH2:24]2)[C:7]1=[O:28])(C)(C)C.C(O)(C(F)(F)F)=O>O>[OH:5][N:6]1[C:15](=[O:16])[C:14]2[CH:17]=[C:18]([N+:20]([O-:22])=[O:21])[CH:19]=[C:12]3[C:13]=2[C:8](=[CH:9][CH:10]=[C:11]3[N:23]2[CH2:24][CH2:25][CH2:26][CH2:27]2)[C:7]1=[O:28]. Reported procedure: A mixture of 2-t-butyloxy-5-nitro-7-(pyrrolidin-1-yl)-benzo[de]isoquinoline-1,3-dione (0.09 g, 0.23 mmol, from Example D3-B) and TFA was stirred at room temperature for 4 hours and poured into water. The solid was filtered and washed with acetone to give (0.06 g, 80%) of the title compound, mp 290-291° C.